This data is from the Open Reaction Database (ORD), a public repository of structured organic reaction records. The task is: describe an organic reaction: reactants, conditions, products, and yield The reactants are Cl (HCl), O[Li].O (LiOH.H2O), C(C)(C)(C)OC(=O)N([C@H](C(=O)N[C@@H]1C(N(C2=C(OC13CCOCC3)C=CC=C2)CC2=C3C=CC(=CC3=CC=C2OC)C(=O)OC)=O)C)C (methyl 5-(((S)-3-((S)-2-(tert-butoxycarbonyl(methyl)amino)propanamido)-4-oxo-2′,3′,5′,6′-tetrahydro-3H-spiro[benzo[b][1,4]oxazepine-2,4′-pyran]-5 (4H)-yl)methyl)-6-methoxy-2-naphthoate). Solvent: O (H2O), C1CCOC1 (THF). Reaction conditions: time 18 hour. Product: COC=1C=C2C=CC(=CC2=CC1)C(=O)O (6-methoxy-2-naphthoic acid). Isolated yield 281.9%. RXN SMILES: O[Li].O.C(OC(N(C)[C@@H](C)C(N[C@H]1C2(CCOCC2)OC2C=CC=CC=2N(C[C:33]2[C:42]([O:43][CH3:44])=[CH:41][CH:40]=[C:39]3[C:34]=2[CH:35]=[CH:36][C:37]([C:45]([O:47]C)=[O:46])=[CH:38]3)C1=O)=O)=O)(C)(C)C.Cl>O.C1COCC1>[CH3:44][O:43][C:42]1[CH:33]=[C:34]2[C:39](=[CH:40][CH:41]=1)[CH:38]=[C:37]([C:45]([OH:47])=[O:46])[CH:36]=[CH:35]2 |f:0.1|. Reported procedure: A solution of LiOH.H2O (35.0 mg, 835 μmol, Eq: 5) in H2O (4 mL) was added to a solution of methyl 5-(((S)-3-((S)-2-(tert-butoxycarbonyl(methyl)amino)propanamido)-4-oxo-2′,3′,5′,6′-tetrahydro-3H-spiro[benzo[b][1,4]oxazepine-2,4′-pyran]-5 (4H)-yl)methyl)-6-methoxy-2-naphthoate (110.5 mg, 167 μmol, Eq: 1.00) in THF (3 mL). After 18 h, the mixture was poured into 1 M HCl (20 mL) and extracted with EtOAc. The combined organic extracts were washed with H2O, brine, dried over Na2SO4 and concentrated. T... The reactants are O[C@H](C[C@H](OC1=CC=C(C=C1)C1=CC=C(C#N)C=C1)C)C ((R,S)-4-[4'-(3"-hydroxy-1"-methylbutoxy)phenyl]benzonitrile), C1(=CC=CC=C1)P(C1=CC=CC=C1)C1=CC=CC=C1 (triphenylphosphine), C(Cl)(Cl)(Cl)Cl (carbon tetrachloride). Product: Cl[C@H](C[C@@H](OC1=CC=C(C=C1)C1=CC=C(C#N)C=C1)C)C ((S ,S) -4-[4'-(3"-chloro-1"-methylbutoxy)phenyl]benzonitrile). As a reaction SMILES: O[C@@H:2]([CH3:21])[CH2:3][C@@H:4]([CH3:20])[O:5][C:6]1[CH:11]=[CH:10][C:9]([C:12]2[CH:19]=[CH:18][C:15]([C:16]#[N:17])=[CH:14][CH:13]=2)=[CH:8][CH:7]=1.C1(P(C2C=CC=CC=2)C2C=CC=CC=2)C=CC=CC=1.C(Cl)(Cl)(Cl)[Cl:42]>>[Cl:42][C@@H:2]([CH3:21])[CH2:3][C@H:4]([CH3:20])[O:5][C:6]1[CH:11]=[CH:10][C:9]([C:12]2[CH:19]=[CH:18][C:15]([C:16]#[N:17])=[CH:14][CH:13]=2)=[CH:8][CH:7]=1. Procedure details: 1.8 g of the (R,S)-4-[4'-(3"-hydroxy-1"-methylbutoxy)phenyl]benzonitrile obtained in the above Example 1 was dissolved in 36 ml of carbon tetrachloride. 3.0 g of triphenylphosphine was added thereto and the obtained mixture was stirred under reflux for five hours. After distilling off the solvent, the residue was extracted with n-hexane and desolvated. The obtained residue was purified by silica gel column chromatography with the use of a mixture of n-hexane and diethyl ether (9:1) as a developi... Reported procedure: Boc-Nal-CH2OH. L-naphthylalaninol (2.72 g; 13.5 mmol) was dissolved in tert-butanol (60 ml) and di-t-butyl pyrocarbonate (3.16 g; 14.5 mmol) was added. The reaction was stirred at room temperature for 3 h, then the solvent was removed in vacuo. A white solid was crystallized from AcOEt/hexane (3.47 g; 92% yield): mp 131°-132° C. RXN SMILES: N([C:16]([O:18][C:19]([CH3:22])(C)C)=[O:17])[C@H:2]([CH2:14]O)[CH2:3][C:4]1C=C2C(C=CC=C2)=[CH:6][CH:5]=1.[C:23](OC(OC(C)(C)C)=O)(=O)OC(C)(C)C>C(O)(C)(C)C>[CH3:22][CH2:19][O:18][C:16]([CH3:23])=[O:17].[CH3:14][CH2:2][CH2:3][CH2:4][CH2:5][CH3:6] |f:3.4|. Product: CCOC(=O)C.CCCCCC (AcOEt hexane). Solvent: C(C)(C)(C)O (tert-butanol). Conditions: time 3 hour. Isolated yield 92.0%. The reactants are N([C@@H](CC1=CC=C2C=CC=CC2=C1)CO)C(=O)OC(C)(C)C (Boc-Nal-CH2OH), L-naphthylalaninol, C(OC(C)(C)C)(=O)OC(=O)OC(C)(C)C (di-t-butyl pyrocarbonate).